Dataset: the Open Reaction Database (ORD), a public repository of structured organic reaction records. Task: describe an organic reaction: reactants, conditions, products, and yield The reactants are O1C(=CC=C1)C1SCC(C(N(C1)CC(=O)OC(C)(C)C)=O)N1C(C=2C(C1=O)=CC=CC2)=O (t-butyl α-[2-(2-furyl)-5-oxo-6-phthalimidoperhydro-1,4-thiazepin-4-yl]acetate), CNN (methylhydrazine). Yields the product NC1C(N(CC(SC1)C=1OC=CC1)CC(=O)OC(C)(C)C)=O (t-Butyl α-[6-amino-2-(2-furyl)-5-oxoperhydro-1,4-thiazepin-4-yl]acetate). Yield: 74.0%. Reaction SMILES: [O:1]1[CH:5]=[CH:4][CH:3]=[C:2]1[CH:6]1[CH2:12][N:11]([CH2:13][C:14]([O:16][C:17]([CH3:20])([CH3:19])[CH3:18])=[O:15])[C:10](=[O:21])[CH:9]([N:22]2C(=O)C3=CC=CC=C3C2=O)[CH2:8][S:7]1.CNN>>[NH2:22][CH:9]1[CH2:8][S:7][CH:6]([C:2]2[O:1][CH:5]=[CH:4][CH:3]=2)[CH2:12][N:11]([CH2:13][C:14]([O:16][C:17]([CH3:19])([CH3:18])[CH3:20])=[O:15])[C:10]1=[O:21]. Reported procedure: Following the procedure described in Example 42(g), 0.85 g of t-butyl α-[2-(2-furyl)-5-oxo-6-phthalimidoperhydro-1,4-thiazepin-4-yl]acetate [prepared as described in step (e) above] was dephthaloylized by treatment with methylhydrazine, to afford a crude product, which was purified by silica gel column chromatography. From the fraction eluted with a 1:1:8 by volume mixture of methanol, cyclohexane and ethyl acetate was obtained 0.45 g of the title compound as crystals, melting at 90°-92° C. The reactants are C(C1=CC=CC=C1)OC(=O)N1[C@@H](C[C@H](C1)SC(C1=CC=CC=C1)(C1=CC=CC=C1)C1=CC=CC=C1)CN ((2S,4R)-2-aminomethyl-4-tritylsulfanyl-pyrrolidine-1-carboxylic acid benzyl ester), FC1=C(C=O)C=C(C=C1)F (2,5-difluorobenzaldehyde), trityl. Product: C(C1=CC=CC=C1)OC(=O)N1[C@@H](C[C@H](C1)S)CNCC1=C(C=CC(=C1)F)F ((2S,4R)-2-[(2,5-difluoro-benzylamino)-methyl]-4-mercapto-pyrrolidine-1-carboxylic acid benzyl ester). As a reaction SMILES: [CH2:1]([O:8][C:9]([N:11]1[CH2:15][C@H:14]([S:16]C(C2C=CC=CC=2)(C2C=CC=CC=2)C2C=CC=CC=2)[CH2:13][C@H:12]1[CH2:36][NH2:37])=[O:10])[C:2]1[CH:7]=[CH:6][CH:5]=[CH:4][CH:3]=1.[F:38][C:39]1[CH:46]=[CH:45][C:44]([F:47])=[CH:43][C:40]=1[CH:41]=O>>[CH2:1]([O:8][C:9]([N:11]1[CH2:15][C@H:14]([SH:16])[CH2:13][C@H:12]1[CH2:36][NH:37][CH2:41][C:40]1[CH:43]=[C:44]([F:47])[CH:45]=[CH:46][C:39]=1[F:38])=[O:10])[C:2]1[CH:3]=[CH:4][CH:5]=[CH:6][CH:7]=1. Procedure: (2S,4R)-2-aminomethyl-4-tritylsulfanyl-pyrrolidine-1-carboxylic acid benzyl ester and 2,5-difluorobenzaldehyde and subsequent cleavage of the trityl protecting group analogously to reductive amination and deprotection gave (2S,4R)-2-[(2,5-difluoro-benzylamino)-methyl]-4-mercapto-pyrrolidine-1-carboxylic acid benzyl ester as colorless oil, MS: 393 (MH+). Reactants: C(C)(=O)O (acetic acid), C(C1=CC=CC=C1)OC=1C(=C(C(=C(C1)OCC1=CC=CC=C1)C1=CC=CC=C1)CCNC(CC(=O)OC)O)CC (methyl 3-{2-[3,5-bis(benzyloxy)-2-ethyl-6-phenylphenyl]ethylamino}-3-hydroxypropionate), NC(CC(=O)OC)O (methyl 3-amino-3-hydroxypropionate), C(C)(=O)O[BH-](OC(C)=O)OC(C)=O.[Na+] (sodium triacetoxyborohydride). The solvent is ClCCCl (1,2-dichloroethane). Yields the product C(C1=CC=CC=C1)OC=1C(=C(C(=C(C1)OCC1=CC=CC=C1)C1=CC=CC=C1)CCN1C(OCC1C(=O)OC)=O)CC (methyl 3-{2-[3,5-bis(benzyloxy)-2-ethyl-6-phenylphenyl]ethyl}-2-oxo-1,3-oxazolidine-4-carboxylate). Isolated yield 63.0%. RXN SMILES: C(O)(=O)C.N[CH:6]([OH:12])[CH2:7][C:8]([O:10][CH3:11])=[O:9].C(O[BH-](OC(=O)C)OC(=O)C)(=O)C.[Na+].[CH2:27]([O:34][C:35]1[C:36]([CH2:65][CH3:66])=[C:37]([CH2:55][CH2:56][NH:57][CH:58]([OH:64])CC(OC)=O)[C:38]([C:49]2[CH:54]=[CH:53][CH:52]=[CH:51][CH:50]=2)=[C:39]([O:41][CH2:42][C:43]2[CH:48]=[CH:47][CH:46]=[CH:45][CH:44]=2)[CH:40]=1)[C:28]1[CH:33]=[CH:32][CH:31]=[CH:30][CH:29]=1>ClCCCl>[CH2:27]([O:34][C:35]1[C:36]([CH2:65][CH3:66])=[C:37]([CH2:55][CH2:56][N:57]2[CH:7]([C:8]([O:10][CH3:11])=[O:9])[CH2:6][O:12][C:58]2=[O:64])[C:38]([C:49]2[CH:54]=[CH:53][CH:52]=[CH:51][CH:50]=2)=[C:39]([O:41][CH2:42][C:43]2[CH:48]=[CH:47][CH:46]=[CH:45][CH:44]=2)[CH:40]=1)[C:28]1[CH:33]=[CH:32][CH:31]=[CH:30][CH:29]=1 |f:2.3|. Procedure details: In the same manner as in the step 1 in Example 316, methyl 3-{2-[3,5-bis(benzyloxy)-2-ethyl-6-phenylphenyl]ethylamino}-3-hydroxypropionate was obtained from 2-[3,5-bis(benzyloxy)-2-ethyl-6-phenylphenyl]ethanal (280 mg, 0.64 mmol) obtained in the step 1 in Example 218, using acetic acid (0.6 mL), methyl 3-amino-3-hydroxypropionate (150 mg, 0.97 mmol), sodium triacetoxyborohydride (270 mg, 1.3 mmol) and 1,2-dichloroethane (6.0 mL). Then, in the same manner as in the step 2 in Example 315, methyl 3... The reactants are O1CCOC12CC=C(CC2)C2=NC=CC=C2O (2-(1,4-dioxa-spiro[4.5]dec-7-en-8-yl)-pyridin-3-ol). The reagents and catalysts are [OH-].[Pd+2].[OH-] (palladium (II) hydroxide). Run in CO (methanol). Reaction conditions: time 24 hour. Product: O1CCOC12CCC(CC2)C2=NC=CC=C2O (2-(1,4-Dioxa-spiro[4.5]dec-8-yl)-pyridin-3-ol). Reaction SMILES: [O:1]1[C:5]2([CH2:10][CH2:9][C:8]([C:11]3[C:16]([OH:17])=[CH:15][CH:14]=[CH:13][N:12]=3)=[CH:7][CH2:6]2)[O:4][CH2:3][CH2:2]1>CO.[OH-].[Pd+2].[OH-]>[O:4]1[C:5]2([CH2:10][CH2:9][CH:8]([C:11]3[C:16]([OH:17])=[CH:15][CH:14]=[CH:13][N:12]=3)[CH2:7][CH2:6]2)[O:1][CH2:2][CH2:3]1 |f:2.3.4|. Procedure: A solution of 2-(1,4-dioxa-spiro[4.5]dec-7-en-8-yl)-pyridin-3-ol (1.3 g, 5.573 mmol) in methanol (60 mL) added to palladium (II) hydroxide (330 mg, 0.62 mmol) in a Parr bottle under argon. The reaction mixture was degassed with argon, evacuated and backfilled with hydrogen then shaken under 50 psi the gas at ambient temperature for 24 hours. After depressurizing and bubbling with argon, the reaction mixture was filtered through Celite 521, washing the filter with MeOH, and filtrate evaporated in... Reactants: C(C)O (ethanol), ClC1=CC=C(C(=O)C2=CC=C(C=C2)CSC)C=C1 (4-chloro-4'-methylmercaptomethylbenzophenone), O.NN (hydrazine hydrate). The solvent is C(C)(=O)O (acetic acid). The product is ClC1=CC=C(C(C2=CC=C(C=C2)CSC)=NN)C=C1 (4-chloro-4'-methylmercaptomethylbenzophenone hydrazone). Reaction SMILES: C(O)C.[Cl:4][C:5]1[CH:21]=[CH:20][C:8]([C:9]([C:11]2[CH:16]=[CH:15][C:14]([CH2:17][S:18][CH3:19])=[CH:13][CH:12]=2)=O)=[CH:7][CH:6]=1.O.[NH2:23][NH2:24]>C(O)(=O)C>[Cl:4][C:5]1[CH:21]=[CH:20][C:8]([C:9](=[N:23][NH2:24])[C:11]2[CH:16]=[CH:15][C:14]([CH2:17][S:18][CH3:19])=[CH:13][CH:12]=2)=[CH:7][CH:6]=1 |f:2.3|. Procedure details: An ethanol solution (50 ml) of 4-chloro-4'-methylmercaptomethylbenzophenone (9.3 g), hydrazine hydrate (6 ml) and acetic acid (3 ml) was heated for 20 hours with refluxing. The solvent was distilled off under reduced pressure, and then the obtained oily substance was diluted with dichloromethane and washed successively with an aqueous 5% sodium hydroxide solution, water and an aqueous saturated a sodium chloride solution, followed by drying over anhydrous magnesium sulfate. The solvent was then ...